Dataset: the Open Reaction Database (ORD), a public repository of structured organic reaction records. Task: describe an organic reaction: reactants, conditions, products, and yield The reactants are S-oxide, [Si](C)(C)(C(C)(C)C)OC(C)[C@@H]1[C@@H]2N(C(=C([C@@H]2C)S(=O)C2=CC=CC=C2)C(=O)OCC2=CC=C(C=C2)[N+](=O)[O-])C1=O (4-nitrobenzyl (1R,5S,6S)-6-[1-t-butyldimethylsilyloxyethyl]-1-methyl-2-phenylsulfinyl-1-carbapen-2-em-3-carboxylate), [N+](=O)([O-])C1=CC=C(COC(=O)NCCS)C=C1 (2-(4-nitrobenzyloxycarbonyl)aminoethylmercaptan). Yields the product [Si](C)(C)(C(C)(C)C)O[C@H](C)[C@@H]1[C@@H]2N(C(=C([C@@H]2C)SCCNC(=O)OCC2=CC=C(C=C2)[N+](=O)[O-])C(=O)OCC2=CC=C(C=C2)[N+](=O)[O-])C1=O (4-Nitrobenzyl (1R,5S,6S)-6-[1(R)-t-butyldimethylsilyloxyethyl]-1-methyl-2-[2-(4-nitrobenzyloxycarbonyl)aminoethylthio]-1-carbapen-2-em-3-carboxylate). As a reaction SMILES: [Si:1]([O:8][CH:9]([C@H:11]1[C:39](=[O:40])[N:13]2[C:14]([C:26]([O:28][CH2:29][C:30]3[CH:35]=[CH:34][C:33]([N+:36]([O-:38])=[O:37])=[CH:32][CH:31]=3)=[O:27])=[C:15](S(C3C=CC=CC=3)=O)[C@H:16]([CH3:17])[C@H:12]12)[CH3:10])([C:4]([CH3:7])([CH3:6])[CH3:5])([CH3:3])[CH3:2].[N+:41]([C:44]1[CH:57]=[CH:56][C:47]([CH2:48][O:49][C:50]([NH:52][CH2:53][CH2:54][SH:55])=[O:51])=[CH:46][CH:45]=1)([O-:43])=[O:42]>>[Si:1]([O:8][C@@H:9]([C@H:11]1[C:39](=[O:40])[N:13]2[C:14]([C:26]([O:28][CH2:29][C:30]3[CH:35]=[CH:34][C:33]([N+:36]([O-:38])=[O:37])=[CH:32][CH:31]=3)=[O:27])=[C:15]([S:55][CH2:54][CH2:53][NH:52][C:50]([O:49][CH2:48][C:47]3[CH:56]=[CH:57][C:44]([N+:41]([O-:43])=[O:42])=[CH:45][CH:46]=3)=[O:51])[C@H:16]([CH3:17])[C@H:12]12)[CH3:10])([C:4]([CH3:5])([CH3:6])[CH3:7])([CH3:3])[CH3:2]. Procedure: Following a procedure similar to that described in Example 21(b), but using the S-oxide isomer of lower polarity of the 4-nitrobenzyl (1R,5S,6S)-6-[1-t-butyldimethylsilyloxyethyl]-1-methyl-2-phenylsulfinyl-1-carbapen-2-em-3-carboxylate (prepared as described in Preparation 2) and 2-(4-nitrobenzyloxycarbonyl)aminoethylmercaptan as starting materials, in relative proportions similar to those used in that Example, the title compound was obtained in a yield of